Dataset: the Open Reaction Database (ORD), a public repository of structured organic reaction records. Task: describe an organic reaction: reactants, conditions, products, and yield The reactants are BrC1(C(C1)COC1=C(C=C(C(=C1)C)[N+](=O)[O-])C)Br (1-[(2,2-dibromocyclopropyl)methoxy]-2,5-dimethyl-4-nitrobenzene), C(C)(=O)O (acetic acid). The reagents and catalysts are [Fe] (iron). Run in O (water). Run at temperature 80 celsius, time 1 hour. Product: BrC1(C(C1)COC1=CC(=C(C=C1C)N)C)Br (4-[(2,2-dibromocyclopropyl)methoxy]-2,5-dimethylphenylamine). Yield: 55.8%. As a reaction SMILES: [Br:1][C:2]1([Br:18])[CH2:4][CH:3]1[CH2:5][O:6][C:7]1[CH:12]=[C:11]([CH3:13])[C:10]([N+:14]([O-])=O)=[CH:9][C:8]=1[CH3:17].C(O)(=O)C>[Fe].O>[Br:1][C:2]1([Br:18])[CH2:4][CH:3]1[CH2:5][O:6][C:7]1[C:8]([CH3:17])=[CH:9][C:10]([NH2:14])=[C:11]([CH3:13])[CH:12]=1. Procedure details: A mixture of 0.37 g of 1-[(2,2-dibromocyclopropyl)methoxy]-2,5-dimethyl-4-nitrobenzene, 0.29 g of iron powder, 20 mL of acetic acid and 5 mL of water was stirred at 80° C. for 1 hour. The reaction mixture was cooled to around room temperature, and then concentrated under reduced pressure. The resulting residue was converted into basic with an aqueous 1 N sodium hydroxide solution, then ethyl acetate was added, and the mixture was filtered. The filtrate was extracted with ethyl acetate, and then ...